Dataset: the Open Reaction Database (ORD), a public repository of structured organic reaction records. Task: describe an organic reaction: reactants, conditions, products, and yield The reactants are N1N=CC=2C1=NC=NC2N (1H-pyrazolo[3,4-d]pyrimidin-4-amine), [H-].[Na+] (NaH), CS(=O)(=O)OC1CN(CCC1)C(=O)OC(C)(C)C (tert-butyl 3-((methylsulfonyl)oxy)piperidine-1-carboxylate). The solvent is CN(C)C=O (DMF). Conditions: time 0.5 hour. The product is NC1=C2C(=NC=N1)N(N=C2)C2CN(CCC2)C(=O)OC(C)(C)C (tert-butyl 3-(4-amino-1H-pyrazolo[3,4-d]pyrimidin-1-yl)piperidine-1-carboxylate). The yield is 44.0%. As a reaction SMILES: [NH:1]1[C:5]2=[N:6][CH:7]=[N:8][C:9]([NH2:10])=[C:4]2[CH:3]=[N:2]1.[H-].[Na+].CS(O[CH:18]1[CH2:23][CH2:22][CH2:21][N:20]([C:24]([O:26][C:27]([CH3:30])([CH3:29])[CH3:28])=[O:25])[CH2:19]1)(=O)=O>CN(C=O)C>[NH2:10][C:9]1[N:8]=[CH:7][N:6]=[C:5]2[N:1]([CH:22]3[CH2:23][CH2:18][CH2:19][N:20]([C:24]([O:26][C:27]([CH3:30])([CH3:29])[CH3:28])=[O:25])[CH2:21]3)[N:2]=[CH:3][C:4]=12 |f:1.2|. Procedure details: To a solution of 1H-pyrazolo[3,4-d]pyrimidin-4-amine (675 mg, 5 mmol) in DMF (12 mL) was added NaH (60% wt in mineral oil, 240 mg, 6.0 mmol, 1.2 eq) and the mixture was stirred at rt for 0.5 h. The tert-butyl 3-((methylsulfonyl)oxy)piperidine-1-carboxylate (1.67 g, 6 mmol, 1.2 eq) was added and the mixture was heated to 100° C. for 16 h. The solution was cooled to rt and the reaction was quenched with brine (50 mL) and extracted with EtOAc (80 mL×4). The organic layers were dried over Na2SO4, co... The reactants are CC(C)CNc1cc(NC(=O)OC(C)(C)C)c(NC(=O)CC(=O)c2cccc(-n3ccnn3)c2)cc1C(F)(F)F, ClCCl, O=C(O)C(F)(F)F. The product is CC(C)CNc1cc2c(cc1C(F)(F)F)NC(=O)CC(c1cccc(-n3ccnn3)c1)=N2. Reaction SMILES: [C:1]([O:2][C:3](=[O:4])[NH:7][c:8]1[c:9]([NH:23][C:24]([CH2:25][C:26](=[O:5])[c:27]2[cH:28][c:29](-[n:33]3[n:34][n:35][cH:36][cH:37]3)[cH:30][cH:31][cH:32]2)=[O:39])[cH:10][c:11]([C:19]([F:20])([F:21])[F:22])[c:12]([NH:14][CH2:15][CH:16]([CH3:17])[CH3:18])[cH:13]1)([CH3:6])([CH3:38])[CH3:40].[Cl:48][CH2:49][Cl:50].[F:41][C:42]([F:43])([F:44])[C:45]([OH:46])=[O:47]>>[N:7]1=[C:26]([c:27]2[cH:28][c:29](-[n:33]3[n:34][n:35][cH:36][cH:37]3)[cH:30][cH:31][cH:32]2)[CH2:25][C:24](=[O:39])[NH:23][c:9]2[c:8]1[cH:13][c:12]([NH:14][CH2:15][CH:16]([CH3:17])[CH3:18])[c:11]([C:19]([F:20])([F:21])[F:22])[cH:10]2. The reactants are BrC1=C(C=CC2=CC(=CC=C12)C1=CC(=CC=C1)O)O (1-bromo-6-(3-hydroxyphenyl)-naphthalene-2-ol), O1CCN(CC1)C1=CC=C(C=C1)OB(O)O (4-morpholinophenylboric acid). Reaction conditions: time 21 hour. Product: OC=1C=C(C=CC1)C=1C=C2C=CC(=C(C2=CC1)C1=CC=C(C=C1)N1CCOCC1)O (6-(3-Hydroxyphenyl)-1-(4-morpholinophenyl)naphthalene-2-ol). Yield: 7.0%. RXN SMILES: Br[C:2]1[C:11]2[C:6](=[CH:7][C:8]([C:12]3[CH:17]=[CH:16][CH:15]=[C:14]([OH:18])[CH:13]=3)=[CH:9][CH:10]=2)[CH:5]=[CH:4][C:3]=1[OH:19].[O:20]1[CH2:25][CH2:24][N:23]([C:26]2[CH:31]=[CH:30][C:29](OB(O)O)=[CH:28][CH:27]=2)[CH2:22][CH2:21]1>>[OH:18][C:14]1[CH:13]=[C:12]([C:8]2[CH:9]=[C:10]3[C:5](=[CH:6][CH:7]=2)[C:4]([C:29]2[CH:28]=[CH:27][C:26]([N:23]4[CH2:22][CH2:21][O:20][CH2:25][CH2:24]4)=[CH:31][CH:30]=2)=[C:3]([OH:19])[CH:2]=[CH:11]3)[CH:17]=[CH:16][CH:15]=1. Procedure details: The compound is prepared by the reaction of 1-bromo-6-(3-hydroxyphenyl)-naphthalene-2-ol (150 mg, 0.48 mmol, 1 eq) with 4-morpholinophenylboric acid (98.6 mg, 0.48 mmol, 1 eq) according to method A in 21 h. Purification by column chromatography with dichloromethane/methanol 99/1 yields the desired compound in a yield of 7%, 13 mg. Starting materials: Cl, [Li+], [OH-], O, COC(=O)c1ccc(C(O)C(C)O)cn1. The product is CC(O)C(O)c1ccc(C(=O)O)nc1. RXN SMILES: [ClH:16].[Li+:18].[OH-:19].[OH2:17].[OH:1][CH:2]([CH:3]([CH3:4])[OH:5])[c:6]1[cH:7][cH:8][c:9]([C:12](=[O:13])[O:14][CH3:15])[n:10][cH:11]1>>[OH:1][CH:2]([CH:3]([CH3:4])[OH:5])[c:6]1[cH:7][cH:8][c:9]([C:12](=[O:13])[OH:14])[n:10][cH:11]1. Product: CCOC(=O)C1=Cc2cc(Cl)c(CN(C)C(C)C)cc2OC1C(F)(F)F. Reactants: CCOC(=O)C1=Cc2cc(Cl)c(CBr)cc2OC1C(F)(F)F, O=C([O-])[O-], CNC(C)C, [K+], [K+], CN(C)C=O. RXN SMILES: [Br:1][CH2:2][c:3]1[c:4]([Cl:22])[cH:5][c:6]2[c:11]([cH:12]1)[O:10][CH:9]([C:13]([F:14])([F:15])[F:16])[C:8]([C:17](=[O:18])[O:19][CH2:20][CH3:21])=[CH:7]2.[C:28](=[O:29])([O-:30])[O-:31].[CH:23]([CH3:24])([CH3:25])[NH:26][CH3:27].[K+:32].[K+:33].[O:34]=[CH:35][N:36]([CH3:37])[CH3:38]>>[CH2:2]([c:3]1[c:4]([Cl:22])[cH:5][c:6]2[c:11]([cH:12]1)[O:10][CH:9]([C:13]([F:14])([F:15])[F:16])[C:8]([C:17](=[O:18])[O:19][CH2:20][CH3:21])=[CH:7]2)[N:26]([CH:23]([CH3:24])[CH3:25])[CH3:27]. Reactants: CC(C)OC=1C=CC(=NC1)C=O (5-(1-Methylethoxy)picolinaldehyde), aqueous solution, Cl (hydrochloric acid), C[Mg]Br (methylmagnesium bromide). Solvent: O1CCCC1 (tetrahydrofuran). Conditions: temperature 0 celsius, time 0.5 hour. The product is CC(C)OC=1C=CC(=NC1)C(C)O (1-[5-(1-methylethoxy)pyridin-2-yl]ethanol). Isolated yield 102.7%. As a reaction SMILES: [CH3:1][CH:2]([O:4][C:5]1[CH:6]=[CH:7][C:8]([CH:11]=[O:12])=[N:9][CH:10]=1)[CH3:3].[CH3:13][Mg]Br.Cl>O1CCCC1>[CH3:3][CH:2]([O:4][C:5]1[CH:6]=[CH:7][C:8]([CH:11]([OH:12])[CH3:13])=[N:9][CH:10]=1)[CH3:1]. Reported procedure: 5-(1-Methylethoxy)picolinaldehyde (24 mg, 0.145 mmol) was dissolved in tetrahydrofuran (1.5 mL), added methylmagnesium bromide (230 μL, 0.218 mmol) under ice-cold conditions, and the mixture was stirred at 0° C. for 0.5 hours. The mixture was further stirred at room temperature for 0.5 hours. The reaction solution was added 1N aqueous solution of hydrochloric acid and an aqueous solution of sodium hydrogen carbonate, and extracted with ethyl acetate. The organic layer was washed with brine, drie...